This data is from the Open Reaction Database (ORD), a public repository of structured organic reaction records. The task is: describe an organic reaction: reactants, conditions, products, and yield The reactants are O (water), ClC=1C=C(C=C(C1)Cl)[N+](=O)[O-] (3,5-dichloronitrobenzene). Reagents/catalysts: [Zn] (Zinc), [Zn] (zinc). Solvent: [OH-].[Na+] (NaOH), [OH-].[Na+] (NaOH). Run at temperature 60 celsius. Product: ClC=1C=C(C=C(C1)Cl)NNC1=CC(=CC(=C1)Cl)Cl (3,3',5,5'-Tetrachlorohydrazobenzene). Isolated yield 35.1%. RXN SMILES: [Cl:1][C:2]1[CH:3]=[C:4]([N+:9]([O-])=O)[CH:5]=[C:6]([Cl:8])[CH:7]=1.O>[OH-].[Na+].[Zn]>[Cl:1][C:2]1[CH:3]=[C:4]([NH:9][NH:9][C:4]2[CH:3]=[C:2]([Cl:1])[CH:7]=[C:6]([Cl:8])[CH:5]=2)[CH:5]=[C:6]([Cl:8])[CH:7]=1 |f:2.3|. Procedure: To a stirred solution of 50% NaOH (20 mL) was added 3,5-dichloronitrobenzene (38.4 g, 200 mM) and the resulting solution was heated at 60° C. Zinc dust (15 g, 230 mM) was added in portions in such a way as to maintain the reaction temperature between 70° and 80° C. The resulting slurry was then diluted with 12 mL of 50% NaOH followed by 35 mL of water. An additional amount of zinc dust (20 g, 310 mM) was added in a single portion and the resulting suspension was heated to 70°-80° C. for 3 hours.... The reactants are O=C(c1ccccc1)N1CC(c2ccccc2)CC1C(O)=S, CC(=O)OCC(C)C, CC(=O)O, [Na+], [OH-], O, O=S(=O)(O)O. Yields the product OC(=S)C1CC(c2ccccc2)CN1. As a reaction SMILES: [C:1](=[O:2])([c:3]1[cH:4][cH:5][cH:6][cH:7][cH:8]1)[N:9]1[CH:10]([C:11](=[S:12])[OH:13])[CH2:14][CH:15]([c:17]2[cH:18][cH:19][cH:20][cH:21][cH:22]2)[CH2:16]1.[CH3:28][CH:29]([CH2:30][O:31][C:32](=[O:33])[CH3:34])[CH3:35].[CH3:39][C:40](=[O:41])[OH:42].[Na+:37].[OH-:36].[OH2:38].[S:23](=[O:24])(=[O:25])([OH:26])[OH:27]>>[NH:9]1[CH:10]([C:11](=[S:12])[OH:13])[CH2:14][CH:15]([c:17]2[cH:18][cH:19][cH:20][cH:21][cH:22]2)[CH2:16]1. Procedure: A mixture of (S)-methyl 6-[(3-methyl-1-{4-[5-(trifluoromethyl)pyridin-2-yl]phenyl}butyl)amino]nicotinate (53.0 g, 119.5 mmol) was dissolved in methanol (239 ml) and tetrahydrofuran (120 ml) and treated with aqueous lithium hydroxide (120 ml, 239 mmol, 2.0M). An additional aliquot of methanol was added to homogenize the mixture (110 ml, ˜2 ml/g). The reaction was heated to 50° C. for 12 h. The reaction was concentrated in vacuo, and the crude residue was diluted with water (500 ml). The solution ... Reaction conditions: temperature 50 celsius. Yields the product CC(C[C@@H](C1=CC=C(C=C1)C1=NC=C(C=C1)C(F)(F)F)NC1=NC=C(C(=O)O)C=C1)C ((S)-6-[(3-methyl-1-{4-[5-(trifluoromethyl)pyridin-2-yl]phenyl}butyl)amino]nicotinic acid). Reactants: CC(C[C@@H](C1=CC=C(C=C1)C1=NC=C(C=C1)C(F)(F)F)NC1=NC=C(C(=O)OC)C=C1)C ((S)-methyl 6-[(3-methyl-1-{4-[5-(trifluoromethyl)pyridin-2-yl]phenyl}butyl)amino]nicotinate), O1CCCC1 (tetrahydrofuran), [OH-].[Li+] (lithium hydroxide). The solvent is CO (methanol), CO (methanol). Reaction SMILES: [CH3:1][CH:2]([CH3:32])[CH2:3][C@H:4]([NH:21][C:22]1[CH:31]=[CH:30][C:25]([C:26]([O:28]C)=[O:27])=[CH:24][N:23]=1)[C:5]1[CH:10]=[CH:9][C:8]([C:11]2[CH:16]=[CH:15][C:14]([C:17]([F:20])([F:19])[F:18])=[CH:13][N:12]=2)=[CH:7][CH:6]=1.O1CCCC1.[OH-].[Li+]>CO>[CH3:1][CH:2]([CH3:32])[CH2:3][C@H:4]([NH:21][C:22]1[CH:31]=[CH:30][C:25]([C:26]([OH:28])=[O:27])=[CH:24][N:23]=1)[C:5]1[CH:6]=[CH:7][C:8]([C:11]2[CH:16]=[CH:15][C:14]([C:17]([F:20])([F:18])[F:19])=[CH:13][N:12]=2)=[CH:9][CH:10]=1 |f:2.3|. The reactants are [H-].[Na+] (sodium hydride), N1=NN=C2C1=CC=C(C2)CC(=O)OC (methyl 5-benzotriazoleacetate), CCCI (N-Propyl iodide). The solvent is CN(C=O)C (N,N-dimethylformamide), CN(C=O)C (N,N-dimethylformamide). Reaction conditions: time 1 hour. The product is C(CC)N1N=C2C(=N1)C=CC(=C2)CC(=O)OC (methyl (2-propylbenzotriazol-5-yl)acetate). Isolated yield 39.3%. As a reaction SMILES: [N:1]1[C:5]2=[CH:6][CH:7]=[C:8]([CH2:10][C:11]([O:13][CH3:14])=[O:12])[CH2:9][C:4]2=[N:3][N:2]=1.[H-].[Na+].[CH3:17][CH2:18][CH2:19]I>CN(C)C=O>[CH2:17]([N:2]1[N:1]=[C:5]2[CH:6]=[CH:7][C:8]([CH2:10][C:11]([O:13][CH3:14])=[O:12])=[CH:9][C:4]2=[N:3]1)[CH2:18][CH3:19] |f:1.2|. Reported procedure: A solution of methyl 5-benzotriazoleacetate (10 g, 0.0523 mol) in N,N-dimethylformamide was added dropwise to a chilled (ice-bath) suspension of sodium hydride (60% dispersion in oil, 2.3 g, 0.0575 mol) in N,N-dimethylformamide. When the addition was complete, the ice-bath was removed and the mixture stirred for 1 hour. N-Propyl iodide (9.78 g, 0.0575 mol) was added dropwise, and once the addition was complete the mixture was stirred at room temperature for 3 hours. The reaction mixture was pour... Starting materials: C1(=CC=CC=C1)N1C(N=NC1=O)=O.[Si](C)(C)(C(C)(C)C)O[C@H]1C[C@@H](CC2=CC=C3[C@@H]4CC[C@@H]([C@@]4(C)CC[C@@H]3[C@@]12C)CO)O[Si](C)(C)C(C)(C)C (1α,3β-bis(tert-butyldimethylsilyloxy)-17β-(hydroxymethyl)androsta-5,7-diene 4-phenyl-1,2,4-triazoline-3,5-dione). Solvent: CN1C(N(CC1)C)=O (1,3-dimethyl-2-imidazolidinone). Run at temperature 140 celsius. The product is [Si](C)(C)(C(C)(C)C)O[C@H]1C[C@@H](CC2=CC=C3[C@@H]4CC[C@@H]([C@@]4(C)CC[C@@H]3[C@@]12C)CO)O[Si](C)(C)C(C)(C)C (1α,3β-bis(tert-butyldimethylsilyloxy)-17β-(hydroxymethyl)androsta-5,7-diene). Isolated yield 75.6%. RXN SMILES: C1(N2C(=O)N=NC2=O)C=CC=CC=1.[Si:14]([O:21][C@@H:22]1[C@@:39]2([CH3:40])[C:26](=[CH:27][CH:28]=[C:29]3[C@@H:38]2[CH2:37][CH2:36][C@@:34]2([CH3:35])[C@H:30]3[CH2:31][CH2:32][C@@H:33]2[CH2:41][OH:42])[CH2:25][C@@H:24]([O:43][Si:44]([C:47]([CH3:50])([CH3:49])[CH3:48])([CH3:46])[CH3:45])[CH2:23]1)([C:17]([CH3:20])([CH3:19])[CH3:18])([CH3:16])[CH3:15]>CN1CCN(C)C1=O>[Si:14]([O:21][C@@H:22]1[C@@:39]2([CH3:40])[C:26](=[CH:27][CH:28]=[C:29]3[C@@H:38]2[CH2:37][CH2:36][C@@:34]2([CH3:35])[C@H:30]3[CH2:31][CH2:32][C@@H:33]2[CH2:41][OH:42])[CH2:25][C@@H:24]([O:43][Si:44]([C:47]([CH3:50])([CH3:49])[CH3:48])([CH3:45])[CH3:46])[CH2:23]1)([C:17]([CH3:20])([CH3:19])[CH3:18])([CH3:16])[CH3:15] |f:0.1|. Procedure details: To 1α,3β-bis(tert-butyldimethylsilyloxy)-17β-(hydroxymethyl)androsta-5,7-diene 4-phenyl-1,2,4-triazoline-3,5-dione adduct (6.3 g), was added 1,3-dimethyl-2-imidazolidinone (100 ml), followed by heating at 140° C. for 3 hours. The reaction mixture was extracted with hexane, the organic layer was washed with saturated brine, dried over anhydrous magnesium sulfate and evaporated under reduced pressure to remove the solvent. The thus obtained residue was purified by column chromatography (hexane:eth... The product is BrC[C@@H](C)NC(OC(C)(C)C)=O ((R)-tert-Butyl 1-bromopropan-2-ylcarbamate). Reaction SMILES: O[CH2:2][C@H:3]([NH:5][C:6](=[O:12])[O:7][C:8]([CH3:11])([CH3:10])[CH3:9])[CH3:4].C(Br)(Br)(Br)[Br:14].C1(P(C2C=CC=CC=2)C2C=CC=CC=2)C=CC=CC=1.O>C(Cl)Cl>[Br:14][CH2:2][C@H:3]([NH:5][C:6](=[O:12])[O:7][C:8]([CH3:11])([CH3:10])[CH3:9])[CH3:4]. Solvent: C(Cl)Cl (CH2Cl2), C(Cl)Cl (CH2Cl2). Run at time 14 hour. The yield is 50.1%. The reactants are C1(=CC=CC=C1)P(C1=CC=CC=C1)C1=CC=CC=C1 (triphenylphosphine), O (H2O), OC[C@@H](C)NC(OC(C)(C)C)=O ((R)-tert-Butyl 1-hydroxypropan-2-ylcarbamate), C(Br)(Br)(Br)Br (carbon tetrabromide). Procedure details: (R)-tert-Butyl 1-hydroxypropan-2-ylcarbamate (1.00 g, 5.71 mmol) and carbon tetrabromide (2.84 g, 8.56 mmol) were stirred in CH2Cl2 (20 mL) at −20° C. under argon. A solution of triphenylphosphine (2.40 g, 9.13 mmol) in CH2Cl2 (5 mL) was added dropwise. The reaction was allowed to reach rt and stirred for 14 h. H2O (50 mL) was added to the reaction mixture and then the aqueous layer was removed and the CH2Cl2 layer was dried over Na2SO4, filtered, and evaporated. The residue was applied to a sil... The reactants are CC1=NC=C(C=N1)C1(CCOCC1)C(=O)O (4-(2-methylpyrimidin-5-yl)tetrahydro-2H-pyran-4-carboxylic acid), Cl.CNOC (N,O-dimethylhydroxylamine hydrochloride), C=1C=CC2=C(C1)N=NN2O (HOBt), CCN=C=NCCCN(C)C.Cl (EDCI.HCl), CCN(C(C)C)C(C)C (DIPEA). Solvent: CN(C)C=O (DMF), O (water). The product is CON(C(=O)C1(CCOCC1)C=1C=NC(=NC1)C)C (N-methoxy-N-methyl-4-(2-methylpyrimidin-5-yl)tetrahydro-2H-pyran-4-carboxamide). The yield is 62.8%. As a reaction SMILES: [CH3:1][C:2]1[N:7]=[CH:6][C:5]([C:8]2([C:14]([OH:16])=O)[CH2:13][CH2:12][O:11][CH2:10][CH2:9]2)=[CH:4][N:3]=1.Cl.[CH3:18][NH:19][O:20][CH3:21].C1C=CC2N(O)N=NC=2C=1.CCN=C=NCCCN(C)C.Cl.CCN(C(C)C)C(C)C>CN(C=O)C.O>[CH3:21][O:20][N:19]([CH3:18])[C:14]([C:8]1([C:5]2[CH:6]=[N:7][C:2]([CH3:1])=[N:3][CH:4]=2)[CH2:9][CH2:10][O:11][CH2:12][CH2:13]1)=[O:16] |f:1.2,4.5|. Reported procedure: A solution of 4-(2-methylpyrimidin-5-yl)tetrahydro-2H-pyran-4-carboxylic acid (4.0 g, 18.02 mmol), N,O-dimethylhydroxylamine hydrochloride (2.1 g, 21.6 mmol), HOBt (2.92 g, 21.6 mmol), EDCI.HCl (4.15 g, 21.62 mmol) and DIPEA (15.6 mL, 90.1 mmol) in DMF (50 mL) was stirred at room temperature overnight. To the reaction mixture was added water and extracted with EtOAc (3×200 mL). The organic layer was washed with brine, dried over Na2SO4 and concentrated to give crude product, which was purified b... The reactants are C(C=C)#N (Acrylonitrile), C(C1=CC=CC=C1)C1CCNCC1 (4-benzylpiperidine). Run in CCO (EtOH). Reaction conditions: time 1.5 hour. Product: C(C1=CC=CC=C1)C1CCN(CC1)CCC#N (3-(4-Benzylpiperidin-1-yl)propionitrile). Yield: 99.9%. Reaction SMILES: [C:1](#[N:4])[CH:2]=[CH2:3].[CH2:5]([CH:12]1[CH2:17][CH2:16][NH:15][CH2:14][CH2:13]1)[C:6]1[CH:11]=[CH:10][CH:9]=[CH:8][CH:7]=1>CCO>[CH2:5]([CH:12]1[CH2:17][CH2:16][N:15]([CH2:3][CH2:2][C:1]#[N:4])[CH2:14][CH2:13]1)[C:6]1[CH:11]=[CH:10][CH:9]=[CH:8][CH:7]=1. Procedure: Acrylonitrile (9.37 mL, 142 mmol, 2.50 equiv) was added at 0° C. to a solution of 4-benzylpiperidine (10.0 mL, 56.9 mmol, 1.00 equiv, Aldrich) in EtOH (60 mL) and the resulting solution was stirred for 1.5 hours at room temperature. The solvent was removed to give 12.98 g (99%) of colorless oil, which was characterized spectroscopically and used without purification for the next reaction. Reactants: BrC1=C(C(=CC=C1)C(OC)OC)C (1-Bromo-3-dimethoxymethyl-2-methyl-benzene), C(CCC)[Li] (butyllithium), COB(OC)OC (trimethylborate). Solvent: CC(=O)C (acetone), Cl (HCl). Reaction conditions: time 18 hour. The product is C(=O)C1C(C=CC=C1)(C)B(O)O (2-Formyl-1-methyl-phenylboronic acid). Yield: 38.0%. Reaction SMILES: Br[C:2]1[CH:7]=[CH:6][CH:5]=[C:4]([CH:8](OC)[O:9]C)[C:3]=1[CH3:13].C([Li])CCC.C[O:20][B:21](OC)[O:22]C>CC(C)=O.Cl>[CH:8]([CH:4]1[CH:5]=[CH:6][CH:7]=[CH:2][C:3]1([B:21]([OH:22])[OH:20])[CH3:13])=[O:9]. Procedure details: The 1-bromo-3-dimethoxymethyl-2-methyl-benzene ((Example 6: step c) 500 mg, 2 mmol), butyllithium (2.5 M, 1 mL, 2.5 mmol), and trimethylborate (2.3 mL, 20 mmol) were reacted as in Example 5: step b. After aqueous workup, the residue was dissolved in acetone (18 mL) and HCl (1N, 2 mL). After standing for 18 h at rt, the volatile components were removed in vacuo and the residue was purified by SiO2 flash chromatography (25–40% EtOAc in hexanes) to give the title compound (126 mg, 38%). The title c...